From a dataset of the Open Reaction Database (ORD), a public repository of structured organic reaction records. describe an organic reaction: reactants, conditions, products, and yield Reactants: FC(C=1C=CC2=C(N=C(S2)S)C1)(F)F (5-(trifluoromethyl)-1,3-benzothiazole-2-thiol). The product is FC(C=1C=CC2=C(N=CS2)C1)(F)F (5-(trifluoromethyl)-1,3-benzothiazole). Run at temperature 110 celsius. Reported procedure: Into a solution of 5-(trifluoromethyl)-1,3-benzothiazole-2-thiol (500 mg, 2.13 mmol, 1.00 equiv) in acetic acid (15.0 mL) was added Fe (1.2 g, 10.00 equiv). The resulting solution was heated for 3 h at 110° C. in an oil bath. The solid was filtered out and washed with ethyl acetate. The filtrate was concentrated under reducing pressure, dissolved in 30 mL of ethyl acetate, washed with 50 mL of saturated sodium bicarbonate solution and 50 mL of brine respectively and dried over anhydrous sodium s... The reagents and catalysts are [Fe] (Fe). Run in C(C)(=O)O (acetic acid). RXN SMILES: [F:1][C:2]([F:14])([F:13])[C:3]1[CH:4]=[CH:5][C:6]2[S:10][C:9](S)=[N:8][C:7]=2[CH:12]=1>C(O)(=O)C.[Fe]>[F:14][C:2]([F:1])([F:13])[C:3]1[CH:4]=[CH:5][C:6]2[S:10][CH:9]=[N:8][C:7]=2[CH:12]=1.